Dataset: the Open Reaction Database (ORD), a public repository of structured organic reaction records. Task: describe an organic reaction: reactants, conditions, products, and yield Solvent: C1CCOC1 (THF), C1CCOC1 (THF). The product is C(C1=CC=CC=C1)OC(=O)N\C(\C(=O)OC)=C/C=1C=NC=CC1NC(=O)OC(C)(C)C ((Z)-Methyl 2-(benzyloxycarbonylamino)-3-(4-(tert-butoxycarbonylamino)pyridin-3-yl)acrylate). Reaction conditions: temperature 0 celsius, time 20 minute. The reactants are [H-].[Na+] (sodium hydride), C(C1=CC=CC=C1)OC(=O)NC(C(=O)OC)P(=O)(OCC)OCC (Methyl 2-(benzyloxycarbonylamino)-2-(diethoxyphosphoryl)acetate), C(=O)C=1C=NC=CC1NC(OC(C)(C)C)=O (tert-butyl 3-formylpyridin-4-ylcarbamate). Yield: 58.5%. Reported procedure: To a slurry of 60% of sodium hydride (224 mg, 5.6 mmol) in THF (10 mL) at 0° C. was added 1A (1.72 g, 4.8 mmol) in several portions over 10 min. The reaction mixture was then brought to RT for 20 min, then cooled again at 0° C. A suspension of tert-butyl 3-formylpyridin-4-ylcarbamate (889 mg, 4 mmol) in THF (10 mL) was added over 10 min at 0° C., then the reaction was warmed up to RT. After stirring for 20 min, the reaction was quenched with water (40 mL). The aqueous layer was extracted with Et... Reaction SMILES: [H-].[Na+].[CH2:3]([O:10][C:11]([NH:13][CH:14](P(OCC)(OCC)=O)[C:15]([O:17][CH3:18])=[O:16])=[O:12])[C:4]1[CH:9]=[CH:8][CH:7]=[CH:6][CH:5]=1.[CH:27]([C:29]1[CH:30]=[N:31][CH:32]=[CH:33][C:34]=1[NH:35][C:36](=[O:42])[O:37][C:38]([CH3:41])([CH3:40])[CH3:39])=O>C1COCC1>[CH2:3]([O:10][C:11]([NH:13]/[C:14](=[CH:27]\[C:29]1[CH:30]=[N:31][CH:32]=[CH:33][C:34]=1[NH:35][C:36]([O:37][C:38]([CH3:41])([CH3:40])[CH3:39])=[O:42])/[C:15]([O:17][CH3:18])=[O:16])=[O:12])[C:4]1[CH:5]=[CH:6][CH:7]=[CH:8][CH:9]=1 |f:0.1|.